Dataset: the Open Reaction Database (ORD), a public repository of structured organic reaction records. Task: describe an organic reaction: reactants, conditions, products, and yield The reactants are FC=1C=C2C(C(=CNC2=C(C1F)OC)C(=O)OCC)=O (ethyl 6,7-difluoro-1,4-dihydro-8-methoxy-4-oxoquinoline-3-carboxylate), C(=O)([O-])[O-].[K+].[K+] (K2CO3). Run in CN(C)C=O (DMF). Conditions: temperature 50 celsius. Yields the product CN1C=C(C(C2=CC(=C(C(=C12)OC)F)F)=O)C(=O)OCC (ethyl 1-methyl-6,7-difluoro-1,4-dihydro-8-methoxy-4-oxoquinoline-3-carboxylate). Isolated yield 80.5%. As a reaction SMILES: [F:1][C:2]1[CH:3]=[C:4]2[C:9](=[C:10]([O:13][CH3:14])[C:11]=1[F:12])[NH:8][CH:7]=[C:6]([C:15]([O:17][CH2:18][CH3:19])=[O:16])[C:5]2=[O:20].[C:21]([O-])([O-])=O.[K+].[K+]>CN(C=O)C>[CH3:21][N:8]1[C:9]2[C:4](=[CH:3][C:2]([F:1])=[C:11]([F:12])[C:10]=2[O:13][CH3:14])[C:5](=[O:20])[C:6]([C:15]([O:17][CH2:18][CH3:19])=[O:16])=[CH:7]1 |f:1.2.3|. Procedure: A mixture of ethyl 6,7-difluoro-1,4-dihydro-8-methoxy-4-oxoquinoline-3-carboxylate (1.00 g, 3.53 mmol), iodomehtane (0.450 mL, 7.23 mmol) and K2CO3 (976 mg, 7.06 mmol) in DMF (15 mL) was heated at 50° C. for 1 h. The mixture was concentrated in vacuo and dried under high vacuum. The reaction mixture was poured into ice water and the resulting precipitate was removed by filtration, washed with water and then dried to yield ethyl 1-methyl-6,7-difluoro-1,4-dihydro-8-methoxy-4-oxoquinoline-3-carboxy... Starting materials: COC(=O)C1=C(C=C(C=C1)[N+](=O)[O-])S(=O)(=O)O (2-methoxycarbonyl-5-nitrobenzenesulfonic acid), [OH-].[K+] (potassium hydroxide), ice water, P(=O)(Cl)(Cl)Cl (phosphorus oxychloride). Run in CO (methanol), CO (methanol). Run at temperature 0 celsius, time 2.5 hour. The product is COC(=O)C1=C(C=C(C=C1)[N+](=O)[O-])S(=O)(=O)Cl (2-Methoxycarbonyl-5-nitrobenzenesulfonyl chloride). Reaction SMILES: [OH-].[K+].[CH3:3][O:4][C:5]([C:7]1[CH:12]=[CH:11][C:10]([N+:13]([O-:15])=[O:14])=[CH:9][C:8]=1[S:16]([OH:19])(=O)=[O:17])=[O:6].P(Cl)(Cl)([Cl:22])=O>CO>[CH3:3][O:4][C:5]([C:7]1[CH:12]=[CH:11][C:10]([N+:13]([O-:15])=[O:14])=[CH:9][C:8]=1[S:16]([Cl:22])(=[O:19])=[O:17])=[O:6] |f:0.1|. Procedure details: A solution of 17.3 g (0.27 mol) of potassium hydroxide (88% strength) and 100 ml of methanol is added carefully with vigorous stirring to a solution of 70.9 g (0.27 mol) of 2-methoxycarbonyl-5-nitrobenzenesulfonic acid in 300 ml of methanol. The mixture is cooled to 0° C. and the salt which is precipitated is filtered off, dried and then suspended in 150 ml of sulfolane, 150 ml of acetonitrile and 10 ml of dimethylformamide. After the dropwise addition of 100 ml (1.07 mol) of phosphorus oxychlor... Starting materials: CCCC[N+](CCCC)(CCCC)CCCC, ClCCl, [Ca+2], [O-]Cl, [O-]Cl, OC(c1ccc(OCC(F)(F)F)nc1)C(F)(F)F, O, O=S(=O)([O-])O. The product is O=C(c1ccc(OCC(F)(F)F)nc1)C(F)(F)F. RXN SMILES: [CH2:30]([N+:31]([CH2:32][CH2:33][CH2:34][CH3:35])([CH2:36][CH2:37][CH2:38][CH3:39])[CH2:40][CH2:41][CH2:42][CH3:43])[CH2:44][CH2:45][CH3:46].[CH2:47]([Cl:48])[Cl:49].[Ca+2:22].[Cl:20][O-:21].[Cl:23][O-:24].[F:1][C:2]([CH2:3][O:4][c:5]1[n:6][cH:7][c:8]([CH:11]([C:12]([F:13])([F:14])[F:15])[OH:16])[cH:9][cH:10]1)([F:17])[F:18].[OH2:19].[S:25]([O-:26])([OH:27])(=[O:28])=[O:29]>>[F:1][C:2]([CH2:3][O:4][c:5]1[n:6][cH:7][c:8]([C:11]([C:12]([F:13])([F:14])[F:15])=[O:16])[cH:9][cH:10]1)([F:17])[F:18]. Solvent: CO (methanol). RXN SMILES: [ClH:1].[CH:2](=[C:9]1[C:14](=O)[C:13](=[CH:16][C:17]2[CH:22]=[CH:21][CH:20]=[CH:19][CH:18]=2)[CH2:12][N:11]([CH3:23])[CH2:10]1)[C:3]1[CH:8]=[CH:7][CH:6]=[CH:5][CH:4]=1.[F:24][C:25]([F:30])([F:29])[CH2:26][NH:27][NH2:28]>CO>[ClH:1].[CH3:23][N:11]1[CH2:10][C:9](=[CH:2][C:3]2[CH:8]=[CH:7][CH:6]=[CH:5][CH:4]=2)[C:14]2=[N:28][N:27]([CH2:26][C:25]([F:30])([F:29])[F:24])[CH:16]([C:17]3[CH:22]=[CH:21][CH:20]=[CH:19][CH:18]=3)[CH:13]2[CH2:12]1 |f:0.1,4.5|. Yield: 59.9%. Reactants: Cl.C(C1=CC=CC=C1)=C1CN(CC(C1=O)=CC1=CC=CC=C1)C (3,5-dibenzylidene-1-methyl-4-piperidone, hydrochloride), FC(CNN)(F)F (2,2,2-trifluoroethylhydrazine). The product is Cl.CN1CC2C(C(C1)=CC1=CC=CC=C1)=NN(C2C2=CC=CC=C2)CC(F)(F)F (3,3a,4,5,6,7-Hexahydro-5-methyl-3-phenyl-7-(phenylmethylene)-2-(2,2,2-trifluoroethyl)-2H-pyrazolo[4,3-c]pyridine, hydrochloride). Procedure details: A stirred suspension of 12.5 g of 3,5-dibenzylidene-1-methyl-4-piperidone, hydrochloride in 225 ml of methanol is treated with 6.9 g of 70% aqueous 2,2,2-trifluoroethylhydrazine, heated, and the resulting solution refluxed for four hours. The solvent is removed on a rotary evaporator and the light yellow foamy residue (18 g) is dissolved in 90 ml of acetonitrile and treated with 7.5 ml of 5.1 N alcoholic hydrogen chloride; the solid salt rapidly separates after a few seconds. Following cooling f... Starting materials: CC1=C(N=C(O1)COC1=CC=C(C=O)C=C1)C1=CC=CC=C1 (4-(5-methyl-4-phenyl-2-oxazolylmethoxy)benzaldehyde), COC(=O)CP(=O)(OC)OC (trimethyl phosphonoacetate). Product: CC1=C(N=C(O1)COC1=CC=C(C=CC(=O)OC)C=C1)C1=CC=CC=C1 (methyl 4-(5-methyl-4-phenyl-2-oxazolylmethoxy)cinnamate). As a reaction SMILES: [CH3:1][C:2]1[O:6][C:5]([CH2:7][O:8][C:9]2[CH:16]=[CH:15][C:12]([CH:13]=O)=[CH:11][CH:10]=2)=[N:4][C:3]=1[C:17]1[CH:22]=[CH:21][CH:20]=[CH:19][CH:18]=1.[CH3:23][O:24][C:25]([CH2:27]P(OC)(OC)=O)=[O:26]>>[CH3:1][C:2]1[O:6][C:5]([CH2:7][O:8][C:9]2[CH:16]=[CH:15][C:12]([CH:13]=[CH:27][C:25]([O:24][CH3:23])=[O:26])=[CH:11][CH:10]=2)=[N:4][C:3]=1[C:17]1[CH:22]=[CH:21][CH:20]=[CH:19][CH:18]=1. Procedure details: According to the method described for Reference Example 22, 4-(5-methyl-4-phenyl-2-oxazolylmethoxy)benzaldehyde was allowed to react with trimethyl phosphonoacetate to give methyl 4-(5-methyl-4-phenyl-2-oxazolylmethoxy)cinnamate. Recrystallization from ethyl acetate--isopropyl ether gave colorless prisms, m.p.109°-110° C. Reactants: CC(=O)[O-], CCO, [NH4+], [Na+], [OH-], [Zn], ON=C(c1ccccn1)c1ccccn1. Yields the product NC(c1ccccn1)c1ccccn1. RXN SMILES: [CH3:17][C:18](=[O:19])[O-:20].[CH3:23][CH2:24][OH:25].[NH4+:16].[Na+:22].[OH-:21].[Zn:26].[n:1]1[c:2]([C:7](=[N:8][OH:9])[c:10]2[n:11][cH:12][cH:13][cH:14][cH:15]2)[cH:3][cH:4][cH:5][cH:6]1>>[n:1]1[c:2]([CH:7]([NH2:8])[c:10]2[n:11][cH:12][cH:13][cH:14][cH:15]2)[cH:3][cH:4][cH:5][cH:6]1. Yield: 82.3%. Reactants: BrC=1C=C2C(=CNC2=C(C1)C(=O)N)CC1CS(CC1)(=O)=O (5-bromo-3-[(1,1-dioxidotetrahydro-3-thienyl)methyl]-1H-indole-7-carboxamide), C(=O)C1=CC(=CS1)B(O)O ((5-formyl-3-thienyl)boronic acid), C([O-])([O-])=O.[K+].[K+] (potassium carbonate), CNC (dimethylamine), C1CCOC1 (THF), [BH-](OC(=O)C)(OC(=O)C)OC(=O)C.[Na+] (NaBH(OAc)3). Conditions: temperature 120 celsius, time 8 hour. The reagents and catalysts are C1=CC=C(C=C1)P([C-]2C=CC=C2)C3=CC=CC=C3.C1=CC=C(C=C1)P([C-]2C=CC=C2)C3=CC=CC=C3.Cl[Pd]Cl.[Fe+2] (PdCl2(dppf)). Reported procedure: 5-bromo-3-[(1,1-dioxidotetrahydro-3-thienyl)methyl]-1H-indole-7-carboxamide (120 mg, 0.323 mmol), (5-formyl-3-thienyl)boronic acid (76 mg, 0.485 mmol, 1.5 eq), PdCl2(dppf) (23.65 mg, 0.032 mmol, 0.1 eq), potassium carbonate (134 mg, 0.970 mmol, 3 eq) were diluted in a mixture of 1,4-dioxane (3 mL) and water (1 mL), in a 2-5 mL biotage microwave reaction tube. The mixture was degassed by bubbling nitrogen through for 5 minutes and was then heated in a microwave at high absorption for 15 minutes a... As a reaction SMILES: Br[C:2]1[CH:3]=[C:4]2[C:8](=[C:9]([C:11]([NH2:13])=[O:12])[CH:10]=1)[NH:7][CH:6]=[C:5]2[CH2:14][CH:15]1[CH2:19][CH2:18][S:17](=[O:21])(=[O:20])[CH2:16]1.[CH:22]([C:24]1[S:28][CH:27]=[C:26](B(O)O)[CH:25]=1)=O.C(=O)([O-])[O-].[K+].[K+].[CH3:38][NH:39][CH3:40].C1COCC1.[BH-](OC(C)=O)(OC(C)=O)OC(C)=O.[Na+]>O1CCOCC1.O.CC(O)=O.CS(C)=O.C1C=CC(P(C2C=CC=CC=2)[C-]2C=CC=C2)=CC=1.C1C=CC(P(C2C=CC=CC=2)[C-]2C=CC=C2)=CC=1.Cl[Pd]Cl.[Fe+2]>[CH3:38][N:39]([CH2:22][C:24]1[S:28][CH:27]=[C:26]([C:2]2[CH:3]=[C:4]3[C:8](=[C:9]([C:11]([NH2:13])=[O:12])[CH:10]=2)[NH:7][CH:6]=[C:5]3[CH2:14][CH:15]2[CH2:19][CH2:18][S:17](=[O:21])(=[O:20])[CH2:16]2)[CH:25]=1)[CH3:40] |f:2.3.4,7.8,13.14.15.16|. The product is CN(C)CC1=CC(=CS1)C=1C=C2C(=CNC2=C(C1)C(=O)N)CC1CS(CC1)(=O)=O (5-{5-[(Dimethylamino)methyl]-3-thienyl}-3-[(1,1-dioxidotetrahydro-3-thienyl)methyl]-1H-indole-7-carboxamide). The solvent is O1CCOCC1 (1,4-dioxane), O (water), CC(=O)O (HOAc), CS(=O)C (DMSO).